From a dataset of the Open Reaction Database (ORD), a public repository of structured organic reaction records. describe an organic reaction: reactants, conditions, products, and yield As a reaction SMILES: [C:1](#[N:2])[CH2:3][C:4](=[O:5])[OH:6].[CH2:27]1[O:28][CH2:29][CH2:30][CH2:31]1.[CH2:7]([Li:8])[CH2:9][CH2:10][CH3:11].[CH3:12][c:13]1[c:14]([C:24]([Cl:25])=[O:26])[c:15](-[c:18]2[cH:19][cH:20][cH:21][cH:22][cH:23]2)[n:16][o:17]1>>[C:1](#[N:2])[CH2:3][C:4](=[O:6])[c:14]1[c:13]([CH3:12])[o:17][n:16][c:15]1-[c:18]1[cH:19][cH:20][cH:21][cH:22][cH:23]1. Yields the product Cc1onc(-c2ccccc2)c1C(=O)CC#N. Reactants: N#CCC(=O)O, C1CCOC1, [Li]CCCC, Cc1onc(-c2ccccc2)c1C(=O)Cl.